From a dataset of the Open Reaction Database (ORD), a public repository of structured organic reaction records. describe an organic reaction: reactants, conditions, products, and yield The reactants are ClCC1=NC(=NO1)C=1N=CN2C1CN(C(C1=C2C=CC=C1)=O)C (3-(5-chloromethyl-1,2,4-oxadiazol-3-yl)-5-methyl-5,6-dihydro-4H-imidazo[1,5-a][1,4]benzodiazepin-6-one), C(C)(CC)NC(C)CC (di-sec.-butylamine). Solvent: CN(C=O)C (N,N-dimethylformamide). The product is C(C)(CC)N(C(C)CC)CC1=NC(=NO1)C=1N=CN2C1CN(C(C1=C2C=CC=C1)=O)C (3-(5-di-sec.-butylaminomethyl-1,2,4-oxadiazol-3-yl)-5-methyl-5,6-dihydro-4H-imidazo[1,5-a][1,4]-benzodiazepin-6-one). The yield is 58.2%. As a reaction SMILES: Cl[CH2:2][C:3]1[O:7][N:6]=[C:5]([C:8]2[N:9]=[CH:10][N:11]3[C:17]4[CH:18]=[CH:19][CH:20]=[CH:21][C:16]=4[C:15](=[O:22])[N:14]([CH3:23])[CH2:13][C:12]=23)[N:4]=1.[CH:24]([NH:28][CH:29]([CH2:31][CH3:32])[CH3:30])([CH2:26][CH3:27])[CH3:25]>CN(C)C=O>[CH:24]([N:28]([CH2:2][C:3]1[O:7][N:6]=[C:5]([C:8]2[N:9]=[CH:10][N:11]3[C:17]4[CH:18]=[CH:19][CH:20]=[CH:21][C:16]=4[C:15](=[O:22])[N:14]([CH3:23])[CH2:13][C:12]=23)[N:4]=1)[CH:29]([CH2:31][CH3:32])[CH3:30])([CH2:26][CH3:27])[CH3:25]. Procedure details: 1.65 g (5 mmol) of 3-(5-chloromethyl-1,2,4-oxadiazol-3-yl)-5-methyl-5,6-dihydro-4H-imidazo[1,5-a][1,4]benzodiazepin-6-one were stirred at 75° for 24 hours in 3 ml (17.5 mmol) of di-sec.-butylamine and 25 ml of N,N-dimethylformamide. By evaporation of the reaction mixture and chromatography of the residue on silica gel while eluting with methylene chloride/methanol 19/1 and crystallization from ethyl acetate there were obtained 1.23 g (58%) of 3-(5-di-sec.-butylaminomethyl-1,2,4-oxadiazol-3-yl)-5...